Dataset: the Open Reaction Database (ORD), a public repository of structured organic reaction records. Task: describe an organic reaction: reactants, conditions, products, and yield RXN SMILES: [CH2:1]([O:3][CH:4]([C:11]#[C:12][CH2:13][CH2:14][CH2:15][CH2:16][CH2:17][CH2:18][CH2:19][CH2:20][CH2:21][CH2:22][CH2:23][CH3:24])[O:5][CH2:6][CH2:7][CH2:8][CH2:9][OH:10])[CH3:2].[Cr](O[Cr]([O-])(=O)=O)([O-])(=O)=[O:26].[NH+]1C=CC=CC=1.[NH+]1C=CC=CC=1.O>CN(C=O)C>[CH2:1]([O:3][CH:4]([C:11]#[C:12][CH2:13][CH2:14][CH2:15][CH2:16][CH2:17][CH2:18][CH2:19][CH2:20][CH2:21][CH2:22][CH2:23][CH3:24])[O:5][CH2:6][CH2:7][CH2:8][C:9]([OH:26])=[O:10])[CH3:2] |f:1.2.3|. Product: C(C)OC(OCCCC(=O)O)C#CCCCCCCCCCCCC ((±)-6-Ethoxy-5-Oxaeicos-7-Yn-1-Oic Acid). Starting materials: O (water), C(C)OC(OCCCCO)C#CCCCCCCCCCCCC ((±)-6-Ethoxy-5-Oxaeicos-7-Yn-1-Ol), [Cr](=O)(=O)([O-])O[Cr](=O)(=O)[O-].[NH+]1=CC=CC=C1.[NH+]1=CC=CC=C1 (pyridinium dichromate). Run in CN(C)C=O (DMF), CN(C)C=O (DMF). Reaction conditions: time 24 hour. Procedure details: 1.2 g of the product from example 22 in 15 ml of dry DMF was added in portions to a solution of pyridinium dichromate (4.4 g) in 30 ml of dry DMF. The solution was stirred at room temperature for 24 hours, then poured into water (300 ml). The aqueous mixture was extracted several times with Et2O, the combined extracts were washed with water and dried over Na2SO4. The reaction mixture was purified by column chromatography (SiO2) (1% MeOH/CHCl3). The partially purified product (0.54 g) was further... The reactants are C(C1=CC=CC=C1)NCCOC1=C2CC(NC2=CC=C1)=O (4-(2-benzylaminoethoxy)-1,3-dihydro-indol-2-one). Reagents/catalysts: [Pd] (palladium on carbon). Run in C(C)O (ethanol). Run at time 4 day. Yields the product NCCOC1=C2CC(NC2=CC=C1)=O (4-(2-Amino-ethoxy)-1,3-dihydro-indol-2-one). Yield: 87.5%. Reaction SMILES: C([NH:8][CH2:9][CH2:10][O:11][C:12]1[CH:20]=[CH:19][CH:18]=[C:17]2[C:13]=1[CH2:14][C:15](=[O:21])[NH:16]2)C1C=CC=CC=1>C(O)C.[Pd]>[NH2:8][CH2:9][CH2:10][O:11][C:12]1[CH:20]=[CH:19][CH:18]=[C:17]2[C:13]=1[CH2:14][C:15](=[O:21])[NH:16]2. Reported procedure: A mixture of 4-(2-benzylaminoethoxy)-1,3-dihydro-indol-2-one (1.93 g, 6.84 mmol) in absolute ethanol (50 mL) containing 10% palladium on carbon (400 mg) was shaken in a Parr hydrogenator for 4 days at room temperature. The catalyst was filtered and washed with methanol. The solvent was removed under vacuum to afford a light tan solid (1.15 g, 87.5%): mp 146°-148° C.; MS EI m/e 192 (M+): HRMS for C10 H12N2O2 calc 192.089878, found 192.0845365. Starting materials: N(CCO)(CCO)CCO (triethanolamine), N1=CC=CC=C1 (pyridine), ClC(=O)C1=CC=CC=2C(C3=CC=CC=C3C12)=C(C#N)C#N ((4-chloroformyl-9-fluorenylidene)malononitrile). Run in ClCCl (dichloromethane), ClCCl (dichloromethane). Product: C(#N)C(=C1C2=CC=CC=C2C=2C(=CC=CC12)C(=O)OCCN(CCO)CCO)C#N (2-[N,N-Bis(2-hydroxyethyl)amino]ethyl 9-Dicyanomethylenefluorene-4-carboxylate). Reaction SMILES: [N:1]([CH2:8][CH2:9][OH:10])([CH2:5][CH2:6][OH:7])[CH2:2][CH2:3][OH:4].N1C=CC=CC=1.Cl[C:18]([C:20]1[C:32]2[C:31]3[C:26](=[CH:27][CH:28]=[CH:29][CH:30]=3)[C:25](=[C:33]([C:36]#[N:37])[C:34]#[N:35])[C:24]=2[CH:23]=[CH:22][CH:21]=1)=[O:19]>ClCCl>[C:36]([C:33]([C:34]#[N:35])=[C:25]1[C:24]2[CH:23]=[CH:22][CH:21]=[C:20]([C:18]([O:4][CH2:3][CH2:2][N:1]([CH2:8][CH2:9][OH:10])[CH2:5][CH2:6][OH:7])=[O:19])[C:32]=2[C:31]2[C:26]1=[CH:27][CH:28]=[CH:29][CH:30]=2)#[N:37]. Reported procedure: A solution of 100.0 grams of triethanolamine and 58 milliliters of dry pyridine in 350 milliliters of dry dichloromethane was stirred at room temperature under a nitrogen atmosphere. A solution of 8.0 grams of (4-chloroformyl-9-fluorenylidene)malononitrile in 400 milliliters of dry dichloromethane was added over a period of 1 hour. After addition, the reaction mixture was further stirred for another hour. The reaction mixture was washed several times with water to remove the excess amines and th... Starting materials: NC1=C(C(=O)NCCC=2N(C=CN2)C)C=CC=C1 (2-amino-N-[2-(1-methyl-1H-imidazol-2-yl)ethyl]benzamide), FC(C=1C=C(C=CC1)S(=O)(=O)Cl)(F)F (m-trifluoromethylbenzenesulfonyl chloride). The product is CN1C(=NC=C1)CCNC(C1=C(C=CC=C1)NS(=O)(=O)C1=CC(=CC=C1)C(F)(F)F)=O (N-[2-(1-Methyl-1H-imidazol-2-yl)ethyl]-2-[[[3-(trifluoromethyl)phenyl]sulfonyl]amino]benzamide). The yield is 87.1%. Reaction SMILES: [NH2:1][C:2]1[CH:18]=[CH:17][CH:16]=[CH:15][C:3]=1[C:4]([NH:6][CH2:7][CH2:8][C:9]1[N:10]([CH3:14])[CH:11]=[CH:12][N:13]=1)=[O:5].[F:19][C:20]([F:32])([F:31])[C:21]1[CH:22]=[C:23]([S:27](Cl)(=[O:29])=[O:28])[CH:24]=[CH:25][CH:26]=1>>[CH3:14][N:10]1[CH:11]=[CH:12][N:13]=[C:9]1[CH2:8][CH2:7][NH:6][C:4](=[O:5])[C:3]1[CH:15]=[CH:16][CH:17]=[CH:18][C:2]=1[NH:1][S:27]([C:23]1[CH:24]=[CH:25][CH:26]=[C:21]([C:20]([F:19])([F:31])[F:32])[CH:22]=1)(=[O:29])=[O:28]. Procedure details: The titled compound was prepared substantially in accordance with the method set forth in Example 1C using 4.84 g (0.0198 mol) of 2-amino-N-[2-(1-methyl-1H-imidazol-2-yl)ethyl]benzamide (prepared in a similar manner as the compound in Example 6A) and 5.25 g (0.0215 mol) of m-trifluoromethylbenzenesulfonyl chloride. After reducing the organic layer to dryness, the resulting yellow solid was recrystallized from an ethyl acetate/diethyl ether solution to provide 7.8 g of the desired titled compound... The reactants are BrC=C1C2=C(CCC3=C1C=CC=C3Cl)C=CC=C2 (5-bromomethylene-1-chloro-10,11-dihydro-5H-dibenzo[a,d]cycloheptene), OC=1C=C(C=CC1)B(O)O (3-hydroxyphenylboronic acid). Yields the product ClC1=CC=CC=2C(C3=C(CCC21)C=CC=C3)=CC=3C=C(C=CC3)O (3-(1-Chloro-10,11-dihydro-dibenzo[a,d]cyclohepten-5-ylidenemethyl)-phenol). RXN SMILES: Br[CH:2]=[C:3]1[C:9]2[CH:10]=[CH:11][CH:12]=[C:13]([Cl:14])[C:8]=2[CH2:7][CH2:6][C:5]2[CH:15]=[CH:16][CH:17]=[CH:18][C:4]1=2.[OH:19][C:20]1[CH:21]=[C:22](B(O)O)[CH:23]=[CH:24][CH:25]=1>>[Cl:14][C:13]1[C:8]2[CH2:7][CH2:6][C:5]3[CH:15]=[CH:16][CH:17]=[CH:18][C:4]=3[C:3](=[CH:2][C:22]3[CH:21]=[C:20]([OH:19])[CH:25]=[CH:24][CH:23]=3)[C:9]=2[CH:10]=[CH:11][CH:12]=1. Procedure: Following procedures essentially as described in Example 219, below, and using 5-bromomethylene-1-chloro-10,11-dihydro-5H-dibenzo[a,d]cycloheptene (100 mg, 0.313 mmol) and 3-hydroxyphenylboronic acid (47 mg, 0.344 mmol) affords 8 mg (8%) of the Z-isomer of the title compound (MS (ES) 331 (M−H). HPLC shows 95% purity. Continue to elute and isolate 27 mg (26%) of the E-isomer of the title compound, MS (ES) 331 (M−H). HPLC shows 97% purity.